Dataset: the Open Reaction Database (ORD), a public repository of structured organic reaction records. Task: describe an organic reaction: reactants, conditions, products, and yield Starting materials: OCc1ccc(C2CCCCC2)cc1, ClC(Cl)Cl, O=[Cr](=O)([O-])Cl, C1COCCOCCOCCOCCOCCO1, c1cc[nH+]cc1. Yields the product O=Cc1ccc(C2CCCCC2)cc1. RXN SMILES: [CH:30]1([c:36]2[cH:37][cH:38][c:39]([CH2:40][OH:41])[cH:42][cH:43]2)[CH2:31][CH2:32][CH2:33][CH2:34][CH2:35]1.[CH:44]([Cl:45])([Cl:46])[Cl:47].[O:19]=[Cr:20]([Cl:21])([O-:22])=[O:23].[O:1]1[CH2:2][CH2:3][O:4][CH2:5][CH2:6][O:7][CH2:8][CH2:9][O:10][CH2:11][CH2:12][O:13][CH2:14][CH2:15][O:16][CH2:17][CH2:18]1.[nH+:24]1[cH:25][cH:26][cH:27][cH:28][cH:29]1>>[CH:30]1([c:36]2[cH:37][cH:38][c:39]([CH:40]=[O:41])[cH:42][cH:43]2)[CH2:31][CH2:32][CH2:33][CH2:34][CH2:35]1. The solvent is CO (methanol). As a reaction SMILES: O[N:2]=[C:3]([C:9]1[CH:18]=[CH:17][C:16]2[C:11](=[CH:12][CH:13]=[C:14]([O:19][CH3:20])[CH:15]=2)[CH:10]=1)[C:4]([O:6][CH2:7][CH3:8])=[O:5].C(O)=O>CO.[Zn]>[NH2:2][CH:3]([C:9]1[CH:18]=[CH:17][C:16]2[C:11](=[CH:12][CH:13]=[C:14]([O:19][CH3:20])[CH:15]=2)[CH:10]=1)[C:4]([O:6][CH2:7][CH3:8])=[O:5]. Yields the product NC(C(=O)OCC)C1=CC2=CC=C(C=C2C=C1)OC (ethyl α-amino-α-(6-methoxynaphth-2-yl)acetate). Procedure details: 2-Bromo-6-methoxynaphthalene was converted to the 2-lithio derivative by reaction with n-butyllithium. Diethyl oxalate was then reacted with the 2-lithio-6-methoxynaphthalene to afford ethyl α-keto-6-methoxy-naphth-2-ylacetate. The latter compound was reacted with hydroxylamine hydrochloride and sodium acetate to provide ethyl α-hydroxyimino-6-methoxynaphth-2-ylacetate. A solution of 17.55 g of the oxime in 600 ml of methanol containing 5.3 g of zinc metal dust and 135 ml of 50% (v/v) aqueous fo... The yield is 61.9%. Reactants: ON=C(C(=O)OCC)C1=CC2=CC=C(C=C2C=C1)OC (ethyl α-hydroxyimino-6-methoxynaphth-2-ylacetate), C(=O)O (formic acid). Reagents/catalysts: [Zn] (zinc).